From a dataset of the Open Reaction Database (ORD), a public repository of structured organic reaction records. describe an organic reaction: reactants, conditions, products, and yield Reported procedure: Substituting 4-androstene-17β,19-diol dipropionate for the 1α-methyl-4-androstene-17β,19-diol dipropionate above results in the preparation of 4-androstene-17β,19-diol 17-propionate. Reaction SMILES: [C:1]([O:5][C@H:6]1[CH2:11][CH2:10][C@H:9]2[C@H:12]3[C@H:27]([CH2:28][CH2:29][C@:7]12[CH3:8])[C@:20]1([CH2:21][O:22]C(=O)CC)[C:15](=[CH:16][CH2:17][CH2:18][CH2:19]1)[CH2:14][CH2:13]3)(=[O:4])[CH2:2][CH3:3].C(O[C@H]1CC[C@H]2[C@H]3[C@H](CC[C@]12C)[C@]1(COC(=O)CC)C(=CCC[C@@H]1C)CC3)(=O)CC>>[C:1]([O:5][C@H:6]1[CH2:11][CH2:10][C@H:9]2[C@H:12]3[C@H:27]([CH2:28][CH2:29][C@:7]12[CH3:8])[C@:20]1([CH2:21][OH:22])[C:15](=[CH:16][CH2:17][CH2:18][CH2:19]1)[CH2:14][CH2:13]3)(=[O:4])[CH2:2][CH3:3]. Product: C(CC)(=O)O[C@@H]1[C@]2(C)[C@@H](CC1)[C@@H]1CCC3=CCCC[C@]3(CO)[C@H]1CC2 (4-androstene-17β,19-diol 17-propionate). Starting materials: C(CC)(=O)O[C@@H]1[C@]2(C)[C@@H](CC1)[C@@H]1CCC3=CCCC[C@]3(COC(CC)=O)[C@H]1CC2 (4-androstene-17β,19-diol dipropionate), C(CC)(=O)O[C@@H]1[C@]2(C)[C@@H](CC1)[C@@H]1CCC3=CCC[C@@H]([C@]3(COC(CC)=O)[C@H]1CC2)C (1α-methyl-4-androstene-17β,19-diol dipropionate). Starting materials: [OH-].[Ca+2].[OH-] (calcium hydroxide), [Cl-].[Na+] (sodium chloride). Run in O (water). Product: Cl[O-].[Ca+2].Cl[O-] (calcium hypochlorite), [OH-].[Ca+2].[OH-] (calcium hydroxide), [Cl-].[Ca+2].[Cl-] (calcium chloride), [Cl-].[Na+] (sodium chloride). Yield: 10.5%. RXN SMILES: [OH-:1].[Ca+2:2].[OH-].[Cl-:4].[Na+:5]>O>[Cl:4][O-:1].[Ca+2:2].[Cl:4][O-:1].[OH-:1].[Ca+2:2].[OH-:1].[Cl-:4].[Ca+2:2].[Cl-:4].[Cl-:4].[Na+:5] |f:0.1.2,3.4,6.7.8,9.10.11,12.13.14,15.16|. Procedure details: Further, an experiment was conducted for the purpose of comparison in the same manner as described in the foregoing with the exception of that: In this case, the calcium hydroxide powder was not added while only 10 parts of the sodium chloride powder of 99% purity was added. A calcium hypochlorite composition obtained in this manner comprised 74.4% of calcium hypochlorite, 1.2% of calcium hydroxide, 9.2% of water content, 1.5% of calcium chloride and 10.5% of sodium chloride. The reactants are C(C)SC(=O)OCOC(CC(C)(C)C)=O (3,3-dimethylbutyric acid ethylsulfanylcarbonyloxymethyl ester), S(=O)(=O)(Cl)Cl (Sulfuryl chloride), ice, CC(CC(=O)O)(C)C (3,3-dimethylbutyric acid), N (ammonia), ClC(=O)[O-] (chloroformate), silylated phosphonomethylglycine, P(=O)(O)(O)CNCC(=O)O (phosphonomethyl glycine), C[Si](N[Si](C)(C)C)(C)C (hexamethyldisilazane), C(C)(C)N(CC)C(C)C (diisopropylethylamine). The solvent is C(Cl)Cl (methylene chloride), C1CCOC1 (THF). Reaction conditions: time 16 hour. The product is C(=O)(O)COP(=O)(O)CNC(=O)OCOC(CC(C)(C)C)=O (3,3-Dimethylbutyric acid (carboxymethyl phosphonomethylcarbamoyloxy)-methyl ester). Yield: 101.2%. As a reaction SMILES: CC(C)(C)[CH2:3][C:4]([OH:6])=[O:5].C(N(C(C)C)CC)(C)C.C(S[C:21]([O:23][CH2:24][O:25][C:26](=[O:32])[CH2:27][C:28]([CH3:31])([CH3:30])[CH3:29])=[O:22])C.S(Cl)(Cl)(=O)=O.[P:38]([CH2:42][NH:43]CC(O)=O)([OH:41])([OH:40])=[O:39].C[Si](C)(C)N[Si](C)(C)C.N.ClC([O-])=O>C1COCC1.C(Cl)Cl>[C:4]([CH2:3][O:40][P:38]([CH2:42][NH:43][C:21]([O:23][CH2:24][O:25][C:26](=[O:32])[CH2:27][C:28]([CH3:29])([CH3:30])[CH3:31])=[O:22])([OH:41])=[O:39])([OH:6])=[O:5]. Reported procedure: To a stirred ice cold solution of O-iodomethyl S-ethyl carbothioate (5.80 g, 23.6 mmol) in 60 mL of dry THF was added 3,3-dimethylbutyric acid (3.56 g, 30.7 mmol) followed by diisopropylethylamine (3.90 g, 30.2 mmol). The reaction was allowed to stir at room temperature for 16 h. The reaction was concentrated under reduced pressure. The soft solid was dissolved with 25 mL of methylene chloride and suction filtered through a pad of flash grade silica gel and eluted with 20% methylene chloride/hex... Starting materials: BrCCCc1ccccc1, O=C([O-])[O-], CN(C)C=O, CCOC(C)=O, CCOC(=O)C1(CCCn2c(=O)ccc3ccc(OC)cc32)CCNCC1, [K+], [K+], O. Yields the product CCOC(=O)C1(CCCn2c(=O)ccc3ccc(OC)cc32)CCN(CCCc2ccccc2)CC1. Reaction SMILES: [Br:39][CH2:40][CH2:41][CH2:42][c:43]1[cH:44][cH:45][cH:46][cH:47][cH:48]1.[C:33](=[O:34])([O-:35])[O-:36].[CH3:1][N:2]([CH3:3])[CH:4]=[O:5].[CH3:50][CH2:51][O:52][C:53](=[O:54])[CH3:55].[CH3:6][O:7][c:8]1[cH:9][cH:10][c:11]2[cH:12][cH:13][c:14](=[O:32])[n:15]([CH2:18][CH2:19][CH2:20][C:21]3([C:27](=[O:28])[O:29][CH2:30][CH3:31])[CH2:22][CH2:23][NH:24][CH2:25][CH2:26]3)[c:16]2[cH:17]1.[K+:37].[K+:38].[OH2:49]>>[CH3:6][O:7][c:8]1[cH:9][cH:10][c:11]2[cH:12][cH:13][c:14](=[O:32])[n:15]([CH2:18][CH2:19][CH2:20][C:21]3([C:27](=[O:28])[O:29][CH2:30][CH3:31])[CH2:22][CH2:23][N:24]([CH2:40][CH2:41][CH2:42][c:43]4[cH:44][cH:45][cH:46][cH:47][cH:48]4)[CH2:25][CH2:26]3)[c:16]2[cH:17]1. Reactants: C(C)OC(C=C(OCC)N)=O (β-amino-β-ethoxyacrylic acid ethyl ester), ClC1=C(CNN)C=CC=C1 (2-chlorobenzylhydrazine), Example 45. The product is NC=1NN(C(C1)=O)CC1=C(C=CC=C1)Cl (3-Amino-1-(2-chlorobenzyl)-pyrazol-5-one). Yield: 40.0%. As a reaction SMILES: C([O:3][C:4](=O)[CH:5]=[C:6]([NH2:10])OCC)C.[Cl:12][C:13]1[CH:21]=[CH:20][CH:19]=[CH:18][C:14]=1[CH2:15][NH:16][NH2:17]>>[NH2:10][C:6]1[NH:17][N:16]([CH2:15][C:14]2[CH:18]=[CH:19][CH:20]=[CH:21][C:13]=2[Cl:12])[C:4](=[O:3])[CH:5]=1. Procedure: 35 g of β-amino-β-ethoxyacrylic acid ethyl ester and 32 g of 2-chlorobenzylhydrazine when reacted as described in Example 45 yield 17.5 g of the compound identified above as colorless crystals of melting point 153°. (Yield: 40% of theory)